describe an organic reaction: reactants, conditions, products, and yield From a dataset of the Open Reaction Database (ORD), a public repository of structured organic reaction records. Reactants: ice water, solution, C(C)N(CC)S(F)(F)F (diethylaminosulfur trifluoride), ClC=1C=C(C=CC1)C(C(=O)C1=CC=C(C=C1)N(C)C)O (2-(3-chlorophenyl)-2-hydroxy-1-[4-(dimethylamino)phenyl]ethanone). The solvent is ClCCl (dichloromethane), ClCCl (dichloromethane). Run at time 72 hour. The product is ClC=1C=C(C=CC1)C(C(=O)C1=CC=C(C=C1)N(C)C)F (2-(3-chlorophenyl)-2-fluoro-1-[4-(dimethylamino)phenyl]ethanone). RXN SMILES: C(N(S(F)(F)[F:7])CC)C.[Cl:10][C:11]1[CH:12]=[C:13]([CH:17](O)[C:18]([C:20]2[CH:25]=[CH:24][C:23]([N:26]([CH3:28])[CH3:27])=[CH:22][CH:21]=2)=[O:19])[CH:14]=[CH:15][CH:16]=1>ClCCl>[Cl:10][C:11]1[CH:12]=[C:13]([CH:17]([F:7])[C:18]([C:20]2[CH:25]=[CH:24][C:23]([N:26]([CH3:28])[CH3:27])=[CH:22][CH:21]=2)=[O:19])[CH:14]=[CH:15][CH:16]=1. Procedure details: A solution 6.7 g diethylaminosulfur trifluoride in 20 ml of dry dichloromethane was stirred at -78° C. under nitrogen as a solution of 12 g of 2-(3-chlorophenyl)-2-hydroxy-1-[4-(dimethylamino)phenyl]ethanone in 200 ml of dry dichloromethane was added dropwise. The mixture was warmed to room temperature and stirred for 72 hours. The mixture was poured into 200 ml of ice water and the layers separated. The organic layer was dried (Na2SO4), filtered, and evaporated. The residue was purified by flas... Starting materials: Brc1cnc2c(Oc3ccc(Nc4nnc(-c5ccccc5)c5ccccc45)cc3)ccnc2c1, C[O-], [Na+], CN(C)C=O, c1ccc(P(c2ccccc2)(c2ccccc2)[Pd](P(c2ccccc2)(c2ccccc2)c2ccccc2)(P(c2ccccc2)(c2ccccc2)c2ccccc2)P(c2ccccc2)(c2ccccc2)c2ccccc2)cc1. Product: c1ccc(-c2nnc(Nc3ccc(Oc4ccnc5cccnc45)cc3)c3ccccc23)cc1. As a reaction SMILES: [Br:4][c:5]1[cH:6][n:7][c:8]2[c:9]([O:15][c:16]3[cH:17][cH:18][c:19]([NH:22][c:23]4[n:24][n:25][c:26](-[c:33]5[cH:34][cH:35][cH:36][cH:37][cH:38]5)[c:27]5[cH:28][cH:29][cH:30][cH:31][c:32]45)[cH:20][cH:21]3)[cH:10][cH:11][n:12][c:13]2[cH:14]1.[CH3:1][O-:2].[Na+:3].[O:39]=[CH:40][N:41]([CH3:42])[CH3:43].[cH:44]1[cH:45][cH:46][c:47]([P:48]([Pd:49]([P:50]([c:51]2[cH:52][cH:53][cH:54][cH:55][cH:56]2)([c:57]2[cH:58][cH:59][cH:60][cH:61][cH:62]2)[c:63]2[cH:64][cH:65][cH:66][cH:67][cH:68]2)([P:69]([c:70]2[cH:71][cH:72][cH:73][cH:74][cH:75]2)([c:76]2[cH:77][cH:78][cH:79][cH:80][cH:81]2)[c:82]2[cH:83][cH:84][cH:85][cH:86][cH:87]2)[P:88]([c:89]2[cH:90][cH:91][cH:92][cH:93][cH:94]2)([c:95]2[cH:96][cH:97][cH:98][cH:99][cH:100]2)[c:101]2[cH:102][cH:103][cH:104][cH:105][cH:106]2)([c:107]2[cH:108][cH:109][cH:110][cH:111][cH:112]2)[c:113]2[cH:114][cH:115][cH:116][cH:117][cH:118]2)[cH:119][cH:120]1>>[cH:5]1[cH:6][n:7][c:8]2[c:9]([O:15][c:16]3[cH:17][cH:18][c:19]([NH:22][c:23]4[n:24][n:25][c:26](-[c:33]5[cH:34][cH:35][cH:36][cH:37][cH:38]5)[c:27]5[cH:28][cH:29][cH:30][cH:31][c:32]45)[cH:20][cH:21]3)[cH:10][cH:11][n:12][c:13]2[cH:14]1. Reactants: N1(CCCC1)CC=1OC2=C(N1)C=C(C=C2)N (2-pyrrolidin-1-ylmethylbenzoxazol-5-ylamine), ClC1=C(C=CC(=C1)C(F)(F)F)C#CC(=O)O ((2-chloro-4-trifluoromethylphenyl)propynoic acid). Solvent: ClCCl.CO (dichloromethane methanol). The product is N1(CCCC1)CC=1OC2=C(N1)C=C(C=C2)NC(C#CC2=C(C=C(C=C2)C(F)(F)F)Cl)=O (3-(2-chloro-4-trifluoromethylphenyl)propynoic Acid (2-pyrrolidin-1-ylmethylbenzoxazol-5-yl)amide). RXN SMILES: [N:1]1([CH2:6][C:7]2[O:8][C:9]3[CH:15]=[CH:14][C:13]([NH2:16])=[CH:12][C:10]=3[N:11]=2)[CH2:5][CH2:4][CH2:3][CH2:2]1.[Cl:17][C:18]1[CH:23]=[C:22]([C:24]([F:27])([F:26])[F:25])[CH:21]=[CH:20][C:19]=1[C:28]#[C:29][C:30](O)=[O:31]>ClCCl.CO>[N:1]1([CH2:6][C:7]2[O:8][C:9]3[CH:15]=[CH:14][C:13]([NH:16][C:30](=[O:31])[C:29]#[C:28][C:19]4[CH:20]=[CH:21][C:22]([C:24]([F:26])([F:25])[F:27])=[CH:23][C:18]=4[Cl:17])=[CH:12][C:10]=3[N:11]=2)[CH2:5][CH2:4][CH2:3][CH2:2]1 |f:2.3|. Procedure: Prepared analogously to Example 2.3.f. from 0.2 g (0.92 mmol) of 2-pyrrolidin-1-ylmethylbenzoxazol-5-ylamine and 0.2 g (0.8 mmol) of (2-chloro-4-trifluoromethylphenyl)propynoic acid. Yield: 290 mg (81% of theory); C22H17ClF3N3O2 (M=447.84); melting point: 218° C.-223° C.; calc.: molecular ion peak (M+H)+: 448/450 (Cl); found: molecular ion peak (M+H)+: 448/450 (Cl); Rf value: 0.33 (silica gel, dichloromethane/methanol (19:1)). Starting materials: CC(C)(C)OC(=O)N1CCC(COc2cc3nccc(Oc4ccc(NC(=O)Nc5ccc(F)cc5)c(F)c4)c3cc2C#N)CC1, O=C([O-])O, [Na+], O, O=C(O)C(F)(F)F. The product is N#Cc1cc2c(Oc3ccc(NC(=O)Nc4ccc(F)cc4)c(F)c3)ccnc2cc1OCC1CCNCC1. As a reaction SMILES: [C:1]([O:2][C:3](=[O:4])[N:8]1[CH2:9][CH2:10][CH:11]([CH2:14][O:15][c:16]2[c:17]([C:45]#[N:46])[cH:18][c:19]3[c:20]([O:26][c:27]4[cH:28][c:29]([F:44])[c:30]([NH:33][C:34](=[O:35])[NH:36][c:37]5[cH:38][cH:39][c:40]([F:43])[cH:41][cH:42]5)[cH:31][cH:32]4)[cH:21][cH:22][n:23][c:24]3[cH:25]2)[CH2:12][CH2:13]1)([CH3:5])([CH3:6])[CH3:7].[C:48](=[O:49])([OH:50])[O-:51].[Na+:52].[OH2:47].[OH:53][C:54]([C:55]([F:56])([F:57])[F:58])=[O:59]>>[NH:8]1[CH2:9][CH2:10][CH:11]([CH2:14][O:15][c:16]2[c:17]([C:45]#[N:46])[cH:18][c:19]3[c:20]([O:26][c:27]4[cH:28][c:29]([F:44])[c:30]([NH:33][C:34](=[O:35])[NH:36][c:37]5[cH:38][cH:39][c:40]([F:43])[cH:41][cH:42]5)[cH:31][cH:32]4)[cH:21][cH:22][n:23][c:24]3[cH:25]2)[CH2:12][CH2:13]1. The reactants are C(CCCCCCCCCCC)O (lauryl alcohol), C(CCCCCCCCCCC)O (lauryl alcohol), P(Cl)(Cl)Cl (phosphorus trichloride). Conditions: temperature 165 celsius, time 5 minute. Yields the product organic phase, C(CCCCCCCCCCC)Cl (lauryl chloride). Yield: 97.5%. RXN SMILES: [CH2:1](O)[CH2:2][CH2:3][CH2:4][CH2:5][CH2:6][CH2:7][CH2:8][CH2:9][CH2:10][CH2:11][CH3:12].P(Cl)(Cl)[Cl:15]>>[CH2:1]([Cl:15])[CH2:2][CH2:3][CH2:4][CH2:5][CH2:6][CH2:7][CH2:8][CH2:9][CH2:10][CH2:11][CH3:12]. Procedure: Into a reactor system in accordance with FIG. 1 there were pumped jointly per hour 1.65 kg lauryl alcohol (purity: 97%) and 0.41 kg phosphorus trichloride. The cooling was performed in reaction zone 1 in such a way that the outlet temperature was about 110° C. The residence time in reaction zone 1 was 5 minutes. Following preheating to 150° C for 2.5 minutes, the reaction mixture reached reaction zone 2 in which the reaction temperature was maintained with superheated steam at 165° C. The reside... Reactants: CCCC[SnH](CCCC)CCCC, CCOCCl, [Li]CCCC, CCOCC, CC(C)NC(C)C, C1CCOC1. Yields the product CCCC[Sn](CCCC)(CCCC)COCC. As a reaction SMILES: [CH2:13]([CH2:14][CH2:15][CH3:16])[SnH:17]([CH2:18][CH2:19][CH2:20][CH3:21])[CH2:22][CH2:23][CH2:24][CH3:25].[CH2:26]([CH3:27])[O:28][CH2:29][Cl:30].[CH2:8]([Li:9])[CH2:10][CH2:11][CH3:12].[CH3:31][CH2:32][O:33][CH2:34][CH3:35].[CH:1]([NH:2][CH:3]([CH3:4])[CH3:5])([CH3:6])[CH3:7].[O:36]1[CH2:37][CH2:38][CH2:39][CH2:40]1>>[CH2:13]([CH2:14][CH2:15][CH3:16])[Sn:17]([CH2:18][CH2:19][CH2:20][CH3:21])([CH2:22][CH2:23][CH2:24][CH3:25])[CH2:29][O:28][CH2:26][CH3:27].